describe an organic reaction: reactants, conditions, products, and yield From a dataset of the Open Reaction Database (ORD), a public repository of structured organic reaction records. Reactants: ClCC1=C(C=C(C(=C1)OC)CCl)OCCC(CCCC(C)C)C (1,4-bis(chloromethyl)-2-(3,7-dimethyloctyloxy)-5-methoxybenzene), ClCC1=C(C=C(C(=C1)OC)CCl)C1=CC(=CC=C1)OCCC(CCCC(C)C)C (2,5-bis(chloromethyl)4-methoxy-3′-(3,7-dimethyloctyloxy)biphenyl). The solvent is O1CCOCC1 (1,4-dioxane). Yields the product ClCC1=C(C=CC=C1)C1=CC(=CC=C1)OCCC(CCCC(C)C)C (chloromethyl-3′-(3,7-dimethyloctyloxy)biphenyl). Reaction SMILES: ClCC1C=C(OC)C(CCl)=CC=1OCCC(C)CCCC(C)C.[Cl:24][CH2:25][C:26]1[CH:31]=[C:30](OC)[C:29](CCl)=[CH:28][C:27]=1[C:36]1[CH:41]=[CH:40][CH:39]=[C:38]([O:42][CH2:43][CH2:44][CH:45]([CH3:52])[CH2:46][CH2:47][CH2:48][CH:49]([CH3:51])[CH3:50])[CH:37]=1>O1CCOCC1>[Cl:24][CH2:25][C:26]1[CH:31]=[CH:30][CH:29]=[CH:28][C:27]=1[C:36]1[CH:41]=[CH:40][CH:39]=[C:38]([O:42][CH2:43][CH2:44][CH:45]([CH3:52])[CH2:46][CH2:47][CH2:48][CH:49]([CH3:51])[CH3:50])[CH:37]=1. Reported procedure: 7.47 g (28.5 mmol) of 1,4-bis(chloromethyl)-2-(3,7-dimethyloctyloxy)-5-methoxybenzene (Ex. Z1), 6.22 g (17.1 mmol) of 2,5-bis(chloromethyl)4-methoxy-3′-(3,7-dimethyloctyloxy)biphenyl (Ex. E2) and 4.64 g (11.4 mmol) of 2,5-bis(chloromethyl-3′-(3,7-dimethyloctyloxy)biphenyl (Ex. Z3) in 3450 ml of dry 1,4-dioxane were polymerized at 98-100° C. analogously to The reactants are ClC=1C2=C(N=CN1)C=CN2 (4-chloro-5H-pyrrolo[3,2-d]pyrimidine), C(C1=CC=CC=C1)OC1=C(C=C(N)C=C1)OC (4-(benzyloxy)-3-methoxyaniline), CN1C(CCC1)=O (1-methyl-2-pyrrolidone). The solvent is CO (Methanol). Run at temperature 80 celsius, time 4 hour. The product is C(C1=CC=CC=C1)OC1=C(C=C(C=C1)NC=1C2=C(N=CN1)C=CN2)OC (N-[4-(benzyloxy)-3-methoxyphenyl]-5H-pyrrolo[3,2-d]pyrimidin-4-amine). The yield is 59.7%. RXN SMILES: Cl[C:2]1[C:3]2[NH:10][CH:9]=[CH:8][C:4]=2[N:5]=[CH:6][N:7]=1.[CH2:11]([O:18][C:19]1[CH:25]=[CH:24][C:22]([NH2:23])=[CH:21][C:20]=1[O:26][CH3:27])[C:12]1[CH:17]=[CH:16][CH:15]=[CH:14][CH:13]=1.CN1CCCC1=O>CO>[CH2:11]([O:18][C:19]1[CH:25]=[CH:24][C:22]([NH:23][C:2]2[C:3]3[NH:10][CH:9]=[CH:8][C:4]=3[N:5]=[CH:6][N:7]=2)=[CH:21][C:20]=1[O:26][CH3:27])[C:12]1[CH:13]=[CH:14][CH:15]=[CH:16][CH:17]=1. Procedure details: A mixture of 4-chloro-5H-pyrrolo[3,2-d]pyrimidine (200 mg), 4-(benzyloxy)-3-methoxyaniline (298 mg) and 1-methyl-2-pyrrolidone (5 mL) was stirred at 80° C. for 4 hrs. Methanol and activated carbon were added to the reaction mixture and the mixture was stirred. The activated carbon was filtered off, aqueous sodium hydrogen carbonate solution was added and the mixture was extracted with ethyl acetate. The extract was washed with saturated brine and dried over anhydrous magnesium sulfate. The solve... Reactants: CCOC(=O)c1cc(C)c([N+](=O)[O-])cc1[N+](=O)[O-], COC(OC)N(C)C, CN(C)C=O, O. Reaction SMILES: [CH2:1]([CH3:2])[O:3][C:4]([c:5]1[c:6]([N+:15](=[O:16])[O-:17])[cH:7][c:8]([N+:12](=[O:13])[O-:14])[c:9]([CH3:11])[cH:10]1)=[O:18].[CH3:19][O:20][CH:21]([O:22][CH3:23])[N:24]([CH3:25])[CH3:26].[O:28]=[CH:29][N:30]([CH3:31])[CH3:32].[OH2:27]>>[CH2:1]([CH3:2])[O:3][C:4]([c:5]1[c:6]([N+:15](=[O:16])[O-:17])[cH:7][c:8]([N+:12](=[O:13])[O-:14])[c:9]([CH:11]=[CH:21][N:24]([CH3:25])[CH3:26])[cH:10]1)=[O:18]. Yields the product CCOC(=O)c1cc(C=CN(C)C)c([N+](=O)[O-])cc1[N+](=O)[O-].